Dataset: the Open Reaction Database (ORD), a public repository of structured organic reaction records. Task: describe an organic reaction: reactants, conditions, products, and yield The reactants are N[C@@H]1C(N(CC1)CCC1=CC(=C(C=C1)N)[N+](=O)[O-])=O (3-(S)-amino-1-[2-(4-amino-3-nitrophenyl)-ethyl]-pyrrolidin-2-one), COC1=CC=C2C=CC(=CC2=C1)S(=O)(=O)Cl (7-methoxynaphthalene-2-sulfonyl chloride). Solvent: C(Cl)Cl (CH2Cl2). The product is NC1=C(C=C(C=C1)CCN1C([C@H](CC1)NS(=O)(=O)C1=CC2=CC(=CC=C2C=C1)OC)=O)[N+](=O)[O-] (7-Methoxynaphthalene-2-sulfonic acid {1-[2-(4-amino-3-nitrophenyl)-ethyl]-2-oxopyrrolidin-3-(S)-yl}-amide). RXN SMILES: [NH2:1][C@H:2]1[CH2:6][CH2:5][N:4]([CH2:7][CH2:8][C:9]2[CH:14]=[CH:13][C:12]([NH2:15])=[C:11]([N+:16]([O-:18])=[O:17])[CH:10]=2)[C:3]1=[O:19].[CH3:20][O:21][C:22]1[CH:31]=[C:30]2[C:25]([CH:26]=[CH:27][C:28]([S:32](Cl)(=[O:34])=[O:33])=[CH:29]2)=[CH:24][CH:23]=1>C(Cl)Cl>[NH2:15][C:12]1[CH:13]=[CH:14][C:9]([CH2:8][CH2:7][N:4]2[CH2:5][CH2:6][C@H:2]([NH:1][S:32]([C:28]3[CH:27]=[CH:26][C:25]4[C:30](=[CH:31][C:22]([O:21][CH3:20])=[CH:23][CH:24]=4)[CH:29]=3)(=[O:34])=[O:33])[C:3]2=[O:19])=[CH:10][C:11]=1[N+:16]([O-:18])=[O:17]. Reported procedure: The title compound is prepared in CH2Cl2 instead of CH3CN as described in EXAMPLE 1, Part K using 3-(S)-amino-1-[2-(4-amino-3-nitrophenyl)-ethyl]-pyrrolidin-2-one in place of 7-(3-(S)-amino-2-oxopyrrolidin-1-ylmethyl)-1-chloro-isoquinoline hydrochloride and 7-methoxynaphthalene-2-sulfonyl chloride as prepared in EXAMPLE 1, Part J. After similar workup, the organic phase is concentrated in vacuo to afford the title compound as a pale yellow solid which is used as is in the subsequent step. Starting materials: N12CCC(CC1)(C2)C(C#N)(C2=CC=CC=C2)C2=CC=CC=C2 (1-azabicyclo[2.2.1]hept-4-yl(diphenyl)acetonitrile), BrCC1=CC=CC=C1 ((bromomethyl)benzene). Run in 2CH3CN/3CHCl3. Run at temperature 60 celsius. Product: [Br-].C(#N)C(C12CC[N+](CC1)(C2)CC2=CC=CC=C2)(C2=CC=CC=C2)C2=CC=CC=C2 (4-[cyano(diphenyl)methyl]-1-(phenylmethyl)-1-azoniabicyclo[2.2.1]heptane bromide). Isolated yield 59.7%. As a reaction SMILES: [N:1]12[CH2:7][C:4]([C:8]([C:17]3[CH:22]=[CH:21][CH:20]=[CH:19][CH:18]=3)([C:11]3[CH:16]=[CH:15][CH:14]=[CH:13][CH:12]=3)[C:9]#[N:10])([CH2:5][CH2:6]1)[CH2:3][CH2:2]2.[Br:23][CH2:24][C:25]1[CH:30]=[CH:29][CH:28]=[CH:27][CH:26]=1>>[Br-:23].[C:9]([C:8]([C:17]1[CH:22]=[CH:21][CH:20]=[CH:19][CH:18]=1)([C:11]1[CH:12]=[CH:13][CH:14]=[CH:15][CH:16]=1)[C:4]12[CH2:7][N+:1]([CH2:24][C:25]3[CH:30]=[CH:29][CH:28]=[CH:27][CH:26]=3)([CH2:6][CH2:5]1)[CH2:2][CH2:3]2)#[N:10] |f:2.3|. Procedure details: To a solution of 1-azabicyclo[2.2.1]hept-4-yl(diphenyl)acetonitrile (0.044 g, 0.152 mmol) in 2CH3CN/3CHCl3 (3.5 mL) was added (bromomethyl)benzene (0.030 mL, 0.252 mmol). The solution was heated to 60° C. for 16 h. The reaction was cooled to room temperature and concentrated under vacuum. The residue was taken up in DMSO and purified by Gilson preparatory HPLC (without TFA) to give the title compound (0.0417 g, 59.6%). EI-MS m/z 451 (M+) Rt (1.20 min). Reactants: C12CC3CC(CC(C1)C3)C2 (adamantane), Co(AA)2, C(C)(=O)O (acetic acid). Reagents/catalysts: [Co+2] (cobalt(II)). Conditions: temperature 75 celsius, time 6 hour. Yields the product C(C)(=O)OC12CC3CC(CC(C1)C3)C2 (1-acetyloxyadamantane), C(C)(=O)OC12CC3(CC(CC(C1)C3)C2)OC(C)=O (1,3-diacetyloxyadamantane). As a reaction SMILES: [CH:1]12[CH2:10][CH:5]3[CH2:6][CH:7]([CH2:9][CH:3]([CH2:4]3)[CH2:2]1)[CH2:8]2.[C:11]([OH:14])(=[O:13])[CH3:12]>[Co+2]>[C:11]([O:14][C:1]12[CH2:10][CH:5]3[CH2:6][CH:7]([CH2:9][CH:3]([CH2:4]3)[CH2:2]1)[CH2:8]2)(=[O:13])[CH3:12].[C:11]([O:14][C:1]12[CH2:10][CH:5]3[CH2:6][CH:7]([CH2:9][C:3]([O:14][C:11](=[O:13])[CH3:12])([CH2:4]3)[CH2:2]1)[CH2:8]2)(=[O:13])[CH3:12]. Reported procedure: A mixture of 10 mmole of adamantane, 1 mmole of NHPI, 0.05 mmole of cobalt(II) acetylacetonato (Co(AA)2) and 25 mL of acetic acid was stirred for 6 hours at 75° C. under an oxygen atmosphere to give 1-acetyloxyadamantane and 1,3-diacetyloxyadamantane. Reactants: CN(C)C=O, CCOC(C)=O, O=C1CCC(=O)N1I, Nc1cc(Cl)ccn1, [Na+], [Na+], O=S([O-])([O-])=S. Product: Nc1cc(Cl)c(I)cn1. RXN SMILES: [CH3:1][N:2]([CH3:3])[CH:4]=[O:5].[CH3:29][CH2:30][O:31][C:32](=[O:33])[CH3:34].[I:6][N:7]1[C:8](=[O:9])[CH2:10][CH2:11][C:12]1=[O:13].[NH2:14][c:15]1[n:16][cH:17][cH:18][c:19]([Cl:21])[cH:20]1.[Na+:27].[Na+:28].[S:22]([O-:23])([O-:24])(=[O:25])=[S:26]>>[I:6][c:18]1[cH:17][n:16][c:15]([NH2:14])[cH:20][c:19]1[Cl:21].